This data is from the Open Reaction Database (ORD), a public repository of structured organic reaction records. The task is: describe an organic reaction: reactants, conditions, products, and yield Reactants: diol, COC(C)(C)OC (2,2-dimethoxypropane), monohydrate, C(C)(=O)OCC (ethyl acetate), C(=O)(O)[O-].[Na+] (NaHCO3). Reaction conditions: time 18 hour. Product: CC1(OCC(O1)(C(=O)[O-])C)C.[Na+] (Sodium 2,2,4-trimethyl-1,3-dioxolane-4-carboxylate). Yield: 92.0%. Reaction SMILES: [C:1]([O:4]CC)(=[O:3])C.[C:7]([O-])(O)=O.[Na+:11].[CH3:12][O:13][C:14]([O:17][CH3:18])([CH3:16])[CH3:15]>>[CH3:15][C:14]1([CH3:16])[O:17][C:18]([CH3:7])([C:1]([O-:4])=[O:3])[CH2:12][O:13]1.[Na+:11] |f:1.2,4.5|. Procedure details: In a 250 ml flask, equipped with a magnetic stirrer, 1.8 g of the diol (6C, R=menthyl) from the Step 2 of Example 4 (fast moving diastereomer) was dissolved in 50 ml of 2,2-dimethoxypropane at room temperature. Then, 100 mg of paratoluenesulfonic acid monohydrate was added, and the resulting mixture was stirred at room temperature for 18 hours. Then, 100 ml of ethyl acetate and 100 ml of saturated aqueous NaHCO3 were added. The aqueous phase was extracted with 100 ml of ethyl acetate. The combin... Reactants: P(=O)(O)([O-])[O-].[Na+].[Na+] (sodium hydrogen phosphate), COC1=C(C=O)C=C(C=C1)OC1=C2CCCC2=C(C=C1C)[N+](=O)[O-] (2-methoxy-5-(5-methyl-7-nitroindan-4-yloxy)benzaldehyde), Cl(=O)[O-].[Na+] (sodium chlorite), CC(C)=CC (2-methyl-2-butene). The solvent is C(C)(C)(C)O (tert-butanol). Yields the product COC1=C(C(=O)O)C=C(C=C1)OC1=C2CCCC2=C(C=C1C)[N+](=O)[O-] (2-methoxy-5-(5-methyl-7-nitroindan-4-yloxy)benzoic acid). The yield is 108.7%. Reaction SMILES: [CH3:1][O:2][C:3]1[CH:10]=[CH:9][C:8]([O:11][C:12]2[C:20]([CH3:21])=[CH:19][C:18]([N+:22]([O-:24])=[O:23])=[C:17]3[C:13]=2[CH2:14][CH2:15][CH2:16]3)=[CH:7][C:4]=1[CH:5]=[O:6].CC(=CC)C.Cl([O-])=[O:31].[Na+].P([O-])([O-])(O)=O.[Na+].[Na+]>C(O)(C)(C)C>[CH3:1][O:2][C:3]1[CH:10]=[CH:9][C:8]([O:11][C:12]2[C:20]([CH3:21])=[CH:19][C:18]([N+:22]([O-:24])=[O:23])=[C:17]3[C:13]=2[CH2:14][CH2:15][CH2:16]3)=[CH:7][C:4]=1[C:5]([OH:31])=[O:6] |f:2.3,4.5.6|. Procedure: 2-methoxy-5-(5-methyl-7-nitroindan-4-yloxy)benzaldehyde (1.00 g) was dissolved in tert-butanol (24 mL). To the mixture was added 2-methyl-2-butene (6 mL) at room temperature with stirring. After adding sodium chlorite (553 mg) and an aqueous solution of sodium hydrogen phosphate (250 g/L, 12 mL), the mixture was stirred at room temperature for 2 days, and then extracted with ethyl acetate. The organic layer was washed with brine, and dried over anhydrous magnesium sulfate. The solvent was remove... Starting materials: ClC1=C(C(=O)C2C(CCCC2=O)=O)C=CC(=C1CSC1=NN=NN1C)S(=O)(=O)C (2-{2-chloro-4-methylsulfonyl-3-{[(1-methyl-1Htetrazol-5-yl)thio]-methyl}benzoyl}cyclohexane-1,3-dione), C(C(=O)Cl)(=O)Cl (oxalyl chloride). The reagents and catalysts are CN(C=O)C (N,N-dimethylformamide). Run in ClCCl (dichloromethane). Yields the product ClC1=C(C(CCC1)=O)C(C1=C(C(=C(C=C1)S(=O)(=O)C)CSC1=NN=NN1C)Cl)=O (3-chloro2-{2-chloro-4-methylsulfonyl-3-{[(1-methyl-1H-tetrazol-5-yl)thio]methyl}benzoyl}-2-cyclohexen-1-one). Isolated yield 68.2%. RXN SMILES: [Cl:1][C:2]1[C:17]([CH2:18][S:19][C:20]2[N:24]([CH3:25])[N:23]=[N:22][N:21]=2)=[C:16]([S:26]([CH3:29])(=[O:28])=[O:27])[CH:15]=[CH:14][C:3]=1[C:4]([CH:6]1[C:11](=[O:12])[CH2:10][CH2:9][CH2:8][C:7]1=O)=[O:5].C(Cl)(=O)C([Cl:33])=O>ClCCl.CN(C)C=O>[Cl:33][C:7]1[CH2:8][CH2:9][CH2:10][C:11](=[O:12])[C:6]=1[C:4](=[O:5])[C:3]1[CH:14]=[CH:15][C:16]([S:26]([CH3:29])(=[O:28])=[O:27])=[C:17]([CH2:18][S:19][C:20]2[N:24]([CH3:25])[N:23]=[N:22][N:21]=2)[C:2]=1[Cl:1]. Procedure: To a solution of 2-{2-chloro-4-methylsulfonyl-3-{[(1-methyl-1Htetrazol-5-yl)thio]-methyl}benzoyl}cyclohexane-1,3-dione (1.0 g) in dichloromethane (100 ml), oxalyl chloride (0.91 g) and 2 drops of N,N-dimethylformamide were added dropwise and the mixture was refluxed for 3 hours. The residue obtained by distilling off the solvent after the reaction was purified by silica gel column chromatography (eluant:ethyl acetate:hexane=7:3) to obtain the objective 3-chloro2-{2-chloro-4-methylsulfonyl-3-{[(1... Starting materials: ClC1=NC=CC2=C1CN(C2=O)C(C)C2=CC(=C(C=C2)OCC(F)F)Cl (4-chloro-2-(1-(3-chloro-4-(2,2-difluoroethoxy)phenyl)ethyl)-2,3-dihydro-1H-pyrrolo[3,4-c]pyridin-1-one), C(=O)OC1=CC=CC=C1 (phenyl formate). Product: ClC=1C=C(C=CC1OCC(F)F)C(C)N1CC=2C(=NC=CC2C1=O)C(=O)OC1=CC=CC=C1 (phenyl 2-(1-(3-chloro-4-(2,2-difluoroethoxy)phenyl)ethyl)-1-oxo-2,3-dihydro-1H-pyrrolo[3,4-c]pyridine-4-carboxylate). Isolated yield 70.0%. As a reaction SMILES: Cl[C:2]1[C:7]2[CH2:8][N:9]([CH:12]([C:14]3[CH:19]=[CH:18][C:17]([O:20][CH2:21][CH:22]([F:24])[F:23])=[C:16]([Cl:25])[CH:15]=3)[CH3:13])[C:10](=[O:11])[C:6]=2[CH:5]=[CH:4][N:3]=1.[CH:26]([O:28][C:29]1[CH:34]=[CH:33][CH:32]=[CH:31][CH:30]=1)=[O:27]>>[Cl:25][C:16]1[CH:15]=[C:14]([CH:12]([N:9]2[C:10](=[O:11])[C:6]3[CH:5]=[CH:4][N:3]=[C:2]([C:26]([O:28][C:29]4[CH:34]=[CH:33][CH:32]=[CH:31][CH:30]=4)=[O:27])[C:7]=3[CH2:8]2)[CH3:13])[CH:19]=[CH:18][C:17]=1[O:20][CH2:21][CH:22]([F:24])[F:23]. Reported procedure: The title compound is prepared in 70% yield (86 mg, yellow oil) from 4-chloro-2-(1-(3-chloro-4-(2,2-difluoroethoxy)phenyl)ethyl)-2,3-dihydro-1H-pyrrolo[3,4-c]pyridin-1-one (100 mg, 0.26 mmol, Intermediate-25, single enantiomer) and phenyl formate (63 mg, 0.52 mmol) in a similar manner to Intermediate-91. Reactants: Cc1ccc(-c2ccc3c(c2)C=C(CBr)CCO3)cc1, Cc1ccccc1, c1ccc(P(c2ccccc2)c2ccccc2)cc1. Product: [Br-], Cc1ccc(-c2ccc3c(c2)C=C(C[P+](c2ccccc2)(c2ccccc2)c2ccccc2)CCO3)cc1. Reaction SMILES: [Br:1][CH2:2][C:3]1=[CH:9][c:8]2[c:7]([cH:13][cH:12][c:11](-[c:14]3[cH:15][cH:16][c:17]([CH3:20])[cH:18][cH:19]3)[cH:10]2)[O:6][CH2:5][CH2:4]1.[CH3:40][c:41]1[cH:42][cH:43][cH:44][cH:45][cH:46]1.[c:21]1([P:27]([c:28]2[cH:29][cH:30][cH:31][cH:32][cH:33]2)[c:34]2[cH:35][cH:36][cH:37][cH:38][cH:39]2)[cH:22][cH:23][cH:24][cH:25][cH:26]1>>[Br-:1].[CH2:2]([C:3]1=[CH:9][c:8]2[c:7]([cH:13][cH:12][c:11](-[c:14]3[cH:15][cH:16][c:17]([CH3:20])[cH:18][cH:19]3)[cH:10]2)[O:6][CH2:5][CH2:4]1)[P+:27]([c:21]1[cH:22][cH:23][cH:24][cH:25][cH:26]1)([c:28]1[cH:29][cH:30][cH:31][cH:32][cH:33]1)[c:34]1[cH:35][cH:36][cH:37][cH:38][cH:39]1. The reactants are [N-]=[N+]=[N-].[Na+] (sodium azide), [Cl-].[NH4+] (ammonium chloride), 3-[, FC(C=1C=C2NC(C(N(C2=CC1)C(C#N)C)=O)=O)(F)F ((6-trifluoromethylquinoxaline-2,3-dion-1-yl)propionitrile), [N-]=[N+]=[N-].[Na+] (sodium azide), [Cl-].[NH4+] (ammonium chloride), CN(C=O)C (dimethylformamide), O (water). Conditions: temperature 120 celsius. The product is FC(C=1C=C2NC(C(N(C2=CC1)CCN1N=CN=N1)=O)=O)(F)F (2-[(6 trifluoromethylquinoxaline-2,3-dion-1-yl)ethyl]-tetrazole). Isolated yield 37.8%. Reaction SMILES: [F:1][C:2]([F:20])([F:19])[C:3]1[CH:4]=[C:5]2[C:10](=[CH:11][CH:12]=1)[N:9]([CH:13](C)[C:14]#[N:15])[C:8](=[O:17])[C:7](=[O:18])[NH:6]2.[N-]=[N+:22]=[N-:23].[Na+].[Cl-].[NH4+].O.[CH3:28][N:29](C)C=O>>[F:1][C:2]([F:20])([F:19])[C:3]1[CH:4]=[C:5]2[C:10](=[CH:11][CH:12]=1)[N:9]([CH2:13][CH2:14][N:15]1[N:23]=[N:22][CH:28]=[N:29]1)[C:8](=[O:17])[C:7](=[O:18])[NH:6]2 |f:1.2,3.4|. Procedure details: 345 mg (1.2 mmol) of 3-[(6-trifluoromethylquinoxaline-2,3-dion-1-yl)propionitrile is heated together with 407 mg (6.3 mmol) of sodium azide and 333 mg (6.3 mmol) of ammonium chloride in 13 ml of dimethylformamide for 3 hours to 120° C. bath temperature. After adding once more 203 mg (3.2 mmol) of sodium azide and 160 mg (3.1 mmol) of ammonium chloride, it is heated for 5 hours more to 120° C. bath temperature. After dilution with water and adjusting the pH to 2, it is extracted with ethyl acetat...